This data is from the Open Reaction Database (ORD), a public repository of structured organic reaction records. The task is: describe an organic reaction: reactants, conditions, products, and yield The reactants are Cc1cc(C(=O)O)c(Br)s1, Cc1cc(C(=O)Cl)c(Br)s1, CCOC(C)=O, Cc1ccccc1, CC(C)OC(C)C, Cc1cccc(O)c1N, O=S(Cl)Cl, c1ccncc1. Product: Cc1cc(C(=O)Nc2c(C)cccc2O)c(Br)s1. As a reaction SMILES: [Br:11][c:12]1[s:13][c:14]([CH3:15])[cH:16][c:17]1[C:18]([OH:19])=[O:20].[Br:1][c:2]1[s:3][c:4]([CH3:10])[cH:5][c:6]1[C:7](=[O:8])[Cl:9].[C:34]([O:35][CH2:36][CH3:37])(=[O:38])[CH3:39].[CH3:47][c:48]1[cH:49][cH:50][cH:51][cH:52][cH:53]1.[CH:40]([O:41][CH:42]([CH3:43])[CH3:44])([CH3:45])[CH3:46].[NH2:25][c:26]1[c:27]([OH:33])[cH:28][cH:29][cH:30][c:31]1[CH3:32].[S:21]([Cl:22])([Cl:23])=[O:24].[cH:54]1[cH:55][cH:56][n:57][cH:58][cH:59]1>>[Br:1][c:2]1[s:3][c:4]([CH3:10])[cH:5][c:6]1[C:7](=[O:8])[NH:25][c:26]1[c:27]([OH:33])[cH:28][cH:29][cH:30][c:31]1[CH3:32]. The reactants are ClC1=CC=C(C=C1)C1=NC=2N(C(=C1)C1CC1)N=CC2C#C (5-(4-chloro-phenyl)-7-cyclopropyl-3-ethynyl-pyrazolo[1,5-a]pyrimidine), BrC1=CC=C(S1)S(=O)(=O)N (5-bromo-thiophene-2-sulfonic acid amide). Yields the product ClC1=CC=C(C=C1)C1=NC=2N(C(=C1)C1CC1)N=CC2C#CC2=CC=C(S2)S(=O)(=O)N (5-[5-(4-Chloro-phenyl)-7-cyclopropyl-pyrazolo[1,5-a]pyrimidin-3-ylethynyl]-thiophene-2-sulfonic acid amide), solid. Yield: 45.0%. RXN SMILES: [Cl:1][C:2]1[CH:7]=[CH:6][C:5]([C:8]2[CH:13]=[C:12]([CH:14]3[CH2:16][CH2:15]3)[N:11]3[N:17]=[CH:18][C:19]([C:20]#[CH:21])=[C:10]3[N:9]=2)=[CH:4][CH:3]=1.Br[C:23]1[S:27][C:26]([S:28]([NH2:31])(=[O:30])=[O:29])=[CH:25][CH:24]=1>>[Cl:1][C:2]1[CH:7]=[CH:6][C:5]([C:8]2[CH:13]=[C:12]([CH:14]3[CH2:16][CH2:15]3)[N:11]3[N:17]=[CH:18][C:19]([C:20]#[C:21][C:23]4[S:27][C:26]([S:28]([NH2:31])(=[O:30])=[O:29])=[CH:25][CH:24]=4)=[C:10]3[N:9]=2)=[CH:4][CH:3]=1. Procedure details: The title compound was prepared from 5-(4-chloro-phenyl)-7-cyclopropyl-3-ethynyl-pyrazolo[1,5-a]pyrimidine (example C.5) (73 mg, 0.25 mmol) and 5-bromo-thiophene-2-sulfonic acid amide (61 mg, 0.25 mmol) according to general procedure II. Obtained as a yellow solid (52 mg, 45%). MS (ISP) 445.4 [(M+H)+]; mp 218-220° C. The reactants are NC=1C=2N(C=CC1)C(=C(N2)C)C(=O)OCC (8-amino-3-carboethoxy-2-methylimidazo[1,2-a]pyridine), CC1=C(CCl)C(=CC=C1)C (2,6-dimethylbenzylchloride), C([O-])([O-])=O.[Na+].[Na+] (sodium carbonate), [I-].[Na+] (sodium iodide), CC(=O)C (acetone). Conditions: time 30 hour. Product: C(=O)(OCC)C1=C(N=C2N1C=CC=C2NC(C2=CC=CC=C2)(C)C)C (3-carboethoxy-8-(dimethylbenzylamino)-2-methylimidazo[1,2-a]pyridine). Reaction SMILES: [NH2:1][C:2]1[C:3]2[N:4]([C:8]([C:12]([O:14][CH2:15][CH3:16])=[O:13])=[C:9]([CH3:11])[N:10]=2)[CH:5]=[CH:6][CH:7]=1.C[C:18]1[CH:25]=[CH:24]C=C(C)[C:19]=1[CH2:20]Cl.[C:27](=O)([O-])[O-].[Na+].[Na+].[I-].[Na+].[CH3:35][C:36]([CH3:38])=O>>[C:12]([C:8]1[N:4]2[CH:5]=[CH:6][CH:7]=[C:2]([NH:1][C:36]([CH3:38])([CH3:27])[C:35]3[CH:24]=[CH:25][CH:18]=[CH:19][CH:20]=3)[C:3]2=[N:10][C:9]=1[CH3:11])([O:14][CH2:15][CH3:16])=[O:13] |f:2.3.4,5.6|. Procedure details: A mixture of 8-amino-3-carboethoxy-2-methylimidazo[1,2-a]pyridine (6.08 g, 27.74 mmol), 2,6-dimethylbenzylchloride (4.5 g, 29.13 mmol), sodium carbonate (4.32 g, 43.7 mmol), sodium iodide (0.7 g) and acetone (120 ml) was stirred for 30 h and the crystalline product was filtered off. The yield was dissolved in dichloromethane filtered and the solvent was evaporated under reduced pressure to give the title product (7.0 g).